This data is from the Open Reaction Database (ORD), a public repository of structured organic reaction records. The task is: describe an organic reaction: reactants, conditions, products, and yield Starting materials: Cl (HCl), Cl (HCl), Cl (HCl), C(C)(=O)NC1=C(C(=NC(=C1)C1=C(C(=C(C=C1)Cl)OC)F)C(=O)OC)Cl (methyl 4-(acetylamino)-3-chloro-6-(4-chloro-2-fluoro-3-methoxyphenyl)pyridine-2-carboxylate), Cl (HCl), C([O-])([O-])=O.[K+].[K+] (potassium carbonate). The solvent is CO (methanol). Reaction conditions: temperature 50 celsius. The product is NC1=C(C(=NC(=C1)C1=C(C(=C(C=C1)Cl)OC)F)C(=O)OC)Cl (methyl 4-amino-3-chloro-6-(4-chloro-2-fluoro-3-methoxyphenyl)pyridine-2-carboxylate). Isolated yield 87.0%. Reaction SMILES: C([NH:4][C:5]1[CH:10]=[C:9]([C:11]2[CH:16]=[CH:15][C:14]([Cl:17])=[C:13]([O:18][CH3:19])[C:12]=2[F:20])[N:8]=[C:7]([C:21]([O:23][CH3:24])=[O:22])[C:6]=1[Cl:25])(=O)C.Cl.C(=O)([O-])[O-].[K+].[K+]>CO>[NH2:4][C:5]1[CH:10]=[C:9]([C:11]2[CH:16]=[CH:15][C:14]([Cl:17])=[C:13]([O:18][CH3:19])[C:12]=2[F:20])[N:8]=[C:7]([C:21]([O:23][CH3:24])=[O:22])[C:6]=1[Cl:25] |f:2.3.4|. Procedure: To the slurry of methyl 4-(acetylamino)-3-chloro-6-(4-chloro-2-fluoro-3-methoxyphenyl)pyridine-2-carboxylate (prepared as described in Example 5) was added 144 ml of methanol at 25° C. To this slurry was sparged 6.0 g (1.3 equivalents) of anhydrous HCl and the slurry was heated to 50° C. for between 4 hours and 5 hours. The solution was sampled and analyzed by GC to determine reaction completion. The reaction time is dependent on the equivalents of anhydrous HCl employed in the reaction. Using l... Starting materials: S(O)(O)(=O)=O (sulphuric acid), O=C[C@H](O)[C@@H](O)[C@H](O)CO (D-(+)-xylose), O=C[C@H](O)[C@@H](O)[C@H](O)CO (xylose). The product is C([C@H](O)[C@@H](O)[C@H](O)CO)O (xylitol). Reaction SMILES: S(=O)(=O)(O)O.[O:6]=[CH:7][C@@H:8]([C@H:10]([C@@H:12]([CH2:14][OH:15])[OH:13])[OH:11])[OH:9]>>[CH2:7]([OH:6])[C@@H:8]([C@H:10]([C@@H:12]([CH2:14][OH:15])[OH:13])[OH:11])[OH:9]. Reported procedure: The process of claim 1 wherein the acid employed in hydrolysis step (c) is sulphuric acid, the acidic solution of D-(+)-xylose is neutralized with base and the xylose is thereafter reduced in situ to provide xylitol. Starting materials: NC1=CC=C(C=N1)C1=C(C=C(C=C1)B(O)O)F ((4-(6-aminopyridin-3-yl)-3-fluorophenyl)boronic acid), BrC1=C(C=CC=C1)S(=O)(=O)NC1CCCCC1 (2-bromo-N-cyclohexylbenzenesulfonamide), C(=O)([O-])[O-].[K+].[K+] (K2CO3), C1CCOC1 (THF). The reagents and catalysts are C(C)(C)(C)P([C-]1C=CC=C1)C(C)(C)C.[C-]1(C=CC=C1)P(C(C)(C)C)C(C)(C)C.[Fe+2] (1,1′-bis[di-tert-butylphosphino)ferrocene), [Pd](Cl)Cl (palladium(II) chloride). Solvent: CCOC(=O)C (EtOAc). Conditions: time 16 hour. Product: NC1=CC=C(C=N1)C1=C(C=C(C=C1)C=1C(=CC=CC1)S(=O)(=O)NC1CCCCC1)F (4′-(6-Aminopyridin-3-yl)-N-cyclohexyl-3′-fluoro-[1,1′-biphenyl]-2-sulfonamide). Isolated yield 11.0%. Reaction SMILES: [NH2:1][C:2]1[N:7]=[CH:6][C:5]([C:8]2[CH:13]=[CH:12][C:11](B(O)O)=[CH:10][C:9]=2[F:17])=[CH:4][CH:3]=1.Br[C:19]1[CH:24]=[CH:23][CH:22]=[CH:21][C:20]=1[S:25]([NH:28][CH:29]1[CH2:34][CH2:33][CH2:32][CH2:31][CH2:30]1)(=[O:27])=[O:26].C([O-])([O-])=O.[K+].[K+].C1COCC1>CCOC(C)=O.C(P(C(C)(C)C)[C-]1C=CC=C1)(C)(C)C.[C-]1(P(C(C)(C)C)C(C)(C)C)C=CC=C1.[Fe+2].[Pd](Cl)Cl>[NH2:1][C:2]1[N:7]=[CH:6][C:5]([C:8]2[CH:13]=[CH:12][C:11]([C:19]3[C:20]([S:25]([NH:28][CH:29]4[CH2:34][CH2:33][CH2:32][CH2:31][CH2:30]4)(=[O:27])=[O:26])=[CH:21][CH:22]=[CH:23][CH:24]=3)=[CH:10][C:9]=2[F:17])=[CH:4][CH:3]=1 |f:2.3.4,7.8.9|. Procedure details: A mixture of (4-(6-aminopyridin-3-yl)-3-fluorophenyl)boronic acid (75 mg, 0.32 mmol), 2-bromo-N-cyclohexylbenzenesulfonamide (0.11 g, 0.36 mmol), 1,1′-bis[di-tert-butylphosphino)ferrocene]palladium(II) chloride (11 mg, 0.016 mmol), K2CO3 (2 M, 1.6 mL, sparged with nitrogen) and THF (2 mL, sparged with nitrogen) were combined in a sealed vessel under nitrogen. The mixture was vigorously stirred at rt for 16 hours, then diluted with EtOAc. The aqueous phase was removed and the organic layer was dr... Reactants: CN1N=C(C=C1)NC(C1=CC(=CC(=C1)O[C@@H]1COCC1)OCC1=CC=CC=C1)=O (N-(1-Methyl-1H-pyrazol-3-yl)-3-[(phenylmethyl)oxy]-5-[(3S)-tetrahydrofuran-3-yloxy]benzamide), C(=O)[O-].[NH4+] (ammonium formate). The reagents and catalysts are [Pd] (Palladium on activated carbon). Run in C(C)O (ethanol). Conditions: temperature 140 celsius. The product is OC=1C=C(C(=O)NC2=NN(C=C2)C)C=C(C1)O[C@@H]1COCC1 (3-Hydroxy-N-(1-methyl-1H-pyrazol-3-yl)-5-[(3S)-tetrahydrofuran-3-yloxy]benzamide). Yield: 97.2%. RXN SMILES: [CH3:1][N:2]1[CH:6]=[CH:5][C:4]([NH:7][C:8](=[O:29])[C:9]2[CH:14]=[C:13]([O:15][C@H:16]3[CH2:20][CH2:19][O:18][CH2:17]3)[CH:12]=[C:11]([O:21]CC3C=CC=CC=3)[CH:10]=2)=[N:3]1.C([O-])=O.[NH4+]>C(O)C.[Pd]>[OH:21][C:11]1[CH:10]=[C:9]([CH:14]=[C:13]([O:15][C@H:16]2[CH2:20][CH2:19][O:18][CH2:17]2)[CH:12]=1)[C:8]([NH:7][C:4]1[CH:5]=[CH:6][N:2]([CH3:1])[N:3]=1)=[O:29] |f:1.2|. Procedure details: N-(1-Methyl-1H-pyrazol-3-yl)-3-[(phenylmethyl)oxy]-5-[(3S)-tetrahydrofuran-3-yloxy]benzamide (453 mg, 1.15 mmol) was dissolved in ethanol (5 mL) and ammonium formate (182 mg, 2.88 mmol) was added in one portion. The reaction was blanketed with argon and 10% Palladium on activated carbon (30 mg) was added. This mixture was heated to 140° C. for 10 minutes in a Smith Creator microwave. The catalyst was filtered off and the volatiles removed in vacuo to give the title product as a white solid (339 ...